This data is from the Open Reaction Database (ORD), a public repository of structured organic reaction records. The task is: describe an organic reaction: reactants, conditions, products, and yield Reactants: COC([C@H](C=C)NC(=O)OCC1=CC=CC=C1)=O ((S)-2-Benzyloxycarbonylamino-but-3-enoic acid methyl ester), S(=O)(Cl)Cl (thionyl chloride). Run in CO (methanol). Reaction conditions: time 1 hour. Product: Cl.COC([C@H](C=C)N)=O ((S)-2-Amino-but-3-enoic acid methyl ester hydrochloride). Reaction SMILES: [CH3:1][O:2][C:3](=[O:18])[C@@H:4]([NH:7]C(OCC1C=CC=CC=1)=O)[CH:5]=[CH2:6].S(Cl)([Cl:21])=O>CO>[ClH:21].[CH3:1][O:2][C:3](=[O:18])[C@@H:4]([NH2:7])[CH:5]=[CH2:6] |f:3.4|. Reported procedure: Carboxylic acid 62 (0.350 g, 2.56 mmol) was suspended in methanol (10 mL). This was cooled in ice and 20% (v/v) thionyl chloride was added portionwise. The solution was stirred in ice for 1 h and then at rt for 18 h before being concentrated in vacuo to afford a white solid, 0.388 g, (100%). Reactants: ClC1=CC2=C(C=N1)C=NN2C2=NC(=CC=C2)F (6-chloro-1-(6-fluoro-2-pyridyl)pyrazolo[4,3-c]pyridine), C(=C)(C)C=1C=NC=C(C1)B1OC(C(O1)(C)C)(C)C (3-isopropenyl-5-(4,4,5,5-tetramethyl-1,3,2-dioxaborolan-2-yl)pyridine), O.C(C)(=O)[O-].[K+] (potassium acetate hydrate), C([O-])([O-])=O.[Na+].[Na+] (sodium carbonate). The reagents and catalysts are C1=CC=C(C=C1)P([C-]2C=CC=C2)C3=CC=CC=C3.C1=CC=C(C=C1)P([C-]2C=CC=C2)C3=CC=CC=C3.Cl[Pd]Cl.[Fe+2].ClCCl ([1,1′-bis(diphenylphosphino)ferrocene]dichloropalladium(II) dichloromethane). Run in C(C)#N (Acetonitrile). Conditions: temperature 150 celsius. The product is FC1=CC=CC(=N1)N1N=CC=2C=NC(=CC21)C=2C=NC=C(C2)C(=C)C (1-(6-fluoro-2-pyridyl)-6-(5-isopropenyl-3-pyridyl)pyrazolo[4,3-c]pyridine). As a reaction SMILES: Cl[C:2]1[N:7]=[CH:6][C:5]2[CH:8]=[N:9][N:10]([C:11]3[CH:16]=[CH:15][CH:14]=[C:13]([F:17])[N:12]=3)[C:4]=2[CH:3]=1.[C:18]([C:21]1[CH:22]=[N:23][CH:24]=[C:25](B2OC(C)(C)C(C)(C)O2)[CH:26]=1)([CH3:20])=[CH2:19].O.C([O-])(=O)C.[K+].C(=O)([O-])[O-].[Na+].[Na+]>C(#N)C.C1C=CC(P(C2C=CC=CC=2)[C-]2C=CC=C2)=CC=1.C1C=CC(P(C2C=CC=CC=2)[C-]2C=CC=C2)=CC=1.Cl[Pd]Cl.[Fe+2].ClCCl>[F:17][C:13]1[N:12]=[C:11]([N:10]2[C:4]3[CH:3]=[C:2]([C:25]4[CH:24]=[N:23][CH:22]=[C:21]([C:18]([CH3:20])=[CH2:19])[CH:26]=4)[N:7]=[CH:6][C:5]=3[CH:8]=[N:9]2)[CH:16]=[CH:15][CH:14]=1 |f:2.3.4,5.6.7,9.10.11.12.13|. Reported procedure: A mixture of 6-chloro-1-(6-fluoro-2-pyridyl)pyrazolo[4,3-c]pyridine (1.759 mmol; 437.3 mg), 3-isopropenyl-5-(4,4,5,5-tetramethyl-1,3,2-dioxaborolan-2-yl)pyridine (2.638 mmol; 646.6 mg), [1,1′-bis(diphenylphosphino)ferrocene]dichloropalladium(II) dichloromethane adduct (0.1759 mmol; 147 mg), potassium acetate hydrate (2.638 mmol; 1.3 mL) and sodium carbonate (2.638 mmol; 1.3 mL) in Acetonitrile (10 mL) in a pressure tube was heated under microwave at 150° C. for 5 min. The mixture was cooled to r...